From a dataset of the Open Reaction Database (ORD), a public repository of structured organic reaction records. describe an organic reaction: reactants, conditions, products, and yield Reactants: [BH3-]C#N, CO, CC(=O)O, CC(C)Oc1ccc(-c2noc(-c3ccc(C=O)cc3)n2)cc1Cl, O=C(O)C1CNC1, [Na+]. The product is CC(C)Oc1ccc(-c2noc(-c3ccc(CN4CC(C(=O)O)C4)cc3)n2)cc1Cl. As a reaction SMILES: [C:36]([BH3-:37])#[N:38].[CH3:40][OH:41].[CH3:8][C:9](=[O:10])[OH:11].[Cl:12][c:13]1[cH:14][c:15](-[c:23]2[n:24][o:25][c:26](-[c:28]3[cH:29][cH:30][c:31]([CH:32]=[O:33])[cH:34][cH:35]3)[n:27]2)[cH:16][cH:17][c:18]1[O:19][CH:20]([CH3:21])[CH3:22].[NH:1]1[CH2:2][CH:3]([C:5](=[O:6])[OH:7])[CH2:4]1.[Na+:39]>>[N:1]1([CH2:32][c:31]2[cH:30][cH:29][c:28](-[c:26]3[o:25][n:24][c:23](-[c:15]4[cH:14][c:13]([Cl:12])[c:18]([O:19][CH:20]([CH3:21])[CH3:22])[cH:17][cH:16]4)[n:27]3)[cH:35][cH:34]2)[CH2:2][CH:3]([C:5](=[O:6])[OH:7])[CH2:4]1. The reactants are COC(=O)C1=CC2=C(N(C(=N2)NC=2SC3=C(N2)C=CC(=C3)OC=3C=NC=CC3)CC)C=C1 (1-ethyl-2-[6-(pyridin-3-yloxy)-benzothiazol-2-ylamino]-1H-benzoimidazole-5-carboxylic acid methyl ester), [OH-].[Na+] (sodium hydroxide), CO (MeOH). The solvent is C1CCOC1 (THF). The product is C(C)N1C(=NC2=C1C=CC(=C2)C(=O)O)NC=2SC1=C(N2)C=CC(=C1)OC=1C=NC=CC1 (1-Ethyl-2-[6-(pyridin-3-yloxy)-benzothiazol-2-ylamino]-1H-benzoimidazole-5-carboxylic acid). Yield: 88.6%. RXN SMILES: C[O:2][C:3]([C:5]1[CH:32]=[CH:31][C:8]2[N:9]([CH2:29][CH3:30])[C:10]([NH:12][C:13]3[S:14][C:15]4[CH:21]=[C:20]([O:22][C:23]5[CH:24]=[N:25][CH:26]=[CH:27][CH:28]=5)[CH:19]=[CH:18][C:16]=4[N:17]=3)=[N:11][C:7]=2[CH:6]=1)=[O:4].[OH-].[Na+].CO>C1COCC1>[CH2:29]([N:9]1[C:8]2[CH:31]=[CH:32][C:5]([C:3]([OH:4])=[O:2])=[CH:6][C:7]=2[N:11]=[C:10]1[NH:12][C:13]1[S:14][C:15]2[CH:21]=[C:20]([O:22][C:23]3[CH:24]=[N:25][CH:26]=[CH:27][CH:28]=3)[CH:19]=[CH:18][C:16]=2[N:17]=1)[CH3:30] |f:1.2|. Procedure: 1-Ethyl-2-[6-(pyridin-3-yloxy)-benzothiazol-2-ylamino]-1H-benzoimidazole-5-carboxylic acid (133.0 mg) was prepared by following General Procedure E starting from 1-ethyl-2-[6-(pyridin-3-yloxy)-benzothiazol-2-ylamino]-1H-benzoimidazole-5-carboxylic acid methyl ester (155.0 mg) and sodium hydroxide (2.0 N solution, 1.0 mL) MeOH (0.5 mL) and THF (1.0 mL). Reactants: CC=1SC=C(N1)C1=CC=C(S1)S(=O)(=O)Cl (5-(2-methylthiazol-4-yl)thiophene-2-sulfonyl chloride), NC=1C=C(C(=O)O)C=CC1 (3-aminobenzoic acid). Product: CC=1SC=C(N1)C1=CC=C(S1)S(=O)(=O)NC=1C=C(C(=O)O)C=CC1 (3-[[5-(2-Methyl-1,3-thiazol-4-yl)-2-thienyl]sulfonylamino]benzoic acid). The yield is 13.7%. As a reaction SMILES: [CH3:1][C:2]1[S:3][CH:4]=[C:5]([C:7]2[S:11][C:10]([S:12](Cl)(=[O:14])=[O:13])=[CH:9][CH:8]=2)[N:6]=1.[NH2:16][C:17]1[CH:18]=[C:19]([CH:23]=[CH:24][CH:25]=1)[C:20]([OH:22])=[O:21]>>[CH3:1][C:2]1[S:3][CH:4]=[C:5]([C:7]2[S:11][C:10]([S:12]([NH:16][C:17]3[CH:18]=[C:19]([CH:23]=[CH:24][CH:25]=3)[C:20]([OH:22])=[O:21])(=[O:14])=[O:13])=[CH:9][CH:8]=2)[N:6]=1. Procedure: The product was prepared according to General Procedure 1, described in Example 1, starting with 5-(2-methylthiazol-4-yl)thiophene-2-sulfonyl chloride (15.4 mg, 0.055 mmol) and 3-aminobenzoic acid (6.9 mg, 0.05 mmol) affording 2.6 mg (14%) of the title compound. MS (ESI+) calcd for C15H21N2O4S3 379.995919, found 379.995859. Starting materials: CC(=O)[O-], CCO, COc1ccc(Oc2c(C)cc(C=O)cc2C)cc1C(C)C, NNC(N)=O, [Na+]. Product: COc1ccc(Oc2c(C)cc(C=NNC(N)=O)cc2C)cc1C(C)C. Reaction SMILES: [CH3:29][C:30](=[O:31])[O-:32].[CH3:33][CH2:34][OH:35].[CH:1]([CH3:2])([CH3:3])[c:4]1[cH:5][c:6]([O:7][c:8]2[c:9]([CH3:17])[cH:10][c:11]([CH:12]=[O:13])[cH:14][c:15]2[CH3:16])[cH:18][cH:19][c:20]1[O:21][CH3:22].[NH2:23][NH:24][C:25]([NH2:26])=[O:27].[Na+:28]>>[CH:1]([CH3:2])([CH3:3])[c:4]1[cH:5][c:6]([O:7][c:8]2[c:9]([CH3:17])[cH:10][c:11]([CH:12]=[N:23][NH:24][C:25]([NH2:26])=[O:27])[cH:14][c:15]2[CH3:16])[cH:18][cH:19][c:20]1[O:21][CH3:22]. Reactants: CCOC(=O)CBr, O=C([O-])[O-], CC(C)=O, [K+], [K+], O=C1NC(=O)c2cc([N+](=O)[O-])ccc21. Product: CCOC(=O)CN1C(=O)c2ccc([N+](=O)[O-])cc2C1=O. Reaction SMILES: [Br:15][CH2:16][C:17](=[O:18])[O:19][CH2:20][CH3:21].[C:22](=[O:23])([O-:24])[O-:25].[CH3:28][C:29](=[O:30])[CH3:31].[K+:26].[K+:27].[N+:1](=[O:2])([O-:3])[c:4]1[cH:5][c:6]2[c:7]([cH:13][cH:14]1)[C:8](=[O:9])[NH:10][C:11]2=[O:12]>>[N+:1](=[O:2])([O-:3])[c:4]1[cH:5][c:6]2[c:7]([cH:13][cH:14]1)[C:8](=[O:9])[N:10]([CH2:16][C:17](=[O:18])[O:19][CH2:20][CH3:21])[C:11]2=[O:12]. Reactants: CO, O=Cc1cc2ccccc2o1, CC(C)(S)C(N)C(=O)O. Reaction SMILES: [CH3:21][OH:22].[CH:1](=[O:2])[c:3]1[o:4][c:5]2[c:6]([cH:7]1)[cH:8][cH:9][cH:10][cH:11]2.[NH2:12][CH:13]([C:14]([CH3:15])([CH3:16])[SH:17])[C:18](=[O:19])[OH:20]>>[CH:1]1([c:3]2[o:4][c:5]3[c:6]([cH:7]2)[cH:8][cH:9][cH:10][cH:11]3)[NH:12][CH:13]([C:18](=[O:19])[OH:20])[C:14]([CH3:15])([CH3:16])[S:17]1. Yields the product CC1(C)SC(c2cc3ccccc3o2)NC1C(=O)O. The reactants are [BH4-], CC(=O)CCCCOc1ccc(C(=O)Nc2ccccc2Sc2ccccc2C#N)cc1, CO, ClC(Cl)Cl, [Na+], C1CCOC1. Yields the product CC(O)CCCCOc1ccc(C(=O)Nc2ccccc2Sc2ccccc2C#N)cc1. As a reaction SMILES: [BH4-:33].[C:1](#[N:2])[c:3]1[c:4]([S:9][c:10]2[c:11]([NH:16][C:17]([c:18]3[cH:19][cH:20][c:21]([O:24][CH2:25][CH2:26][CH2:27][CH2:28][C:29]([CH3:30])=[O:31])[cH:22][cH:23]3)=[O:32])[cH:12][cH:13][cH:14][cH:15]2)[cH:5][cH:6][cH:7][cH:8]1.[CH3:44][OH:45].[CH:35]([Cl:36])([Cl:37])[Cl:38].[Na+:34].[O:39]1[CH2:40][CH2:41][CH2:42][CH2:43]1>>[C:1](#[N:2])[c:3]1[c:4]([S:9][c:10]2[c:11]([NH:16][C:17]([c:18]3[cH:19][cH:20][c:21]([O:24][CH2:25][CH2:26][CH2:27][CH2:28][CH:29]([CH3:30])[OH:31])[cH:22][cH:23]3)=[O:32])[cH:12][cH:13][cH:14][cH:15]2)[cH:5][cH:6][cH:7][cH:8]1. Reactants: ClC1=CC(=NC2=CC=C(C=C12)I)C (4-Chloro-6-iodo-2-methylquinoline), N1C(CCC1)=O (2-pyrrolidinone), P(=O)([O-])([O-])[O-].[K+].[K+].[K+] (potassium phosphate), CNCCNC (N,N′-dimethylethylenediamine). Reagents/catalysts: [Cu]I (copper (I) iodide). Solvent: CN(C=O)C (dimethylformamide), [OH-].[Na+] (sodium hydroxide). Product: ClC1=CC(=NC2=CC=C(C=C12)N1C(CCC1)=O)C (1-(4-Chloro-2-methylquinolin-6-yl)pyrrolidin-2-one). Isolated yield 38.2%. RXN SMILES: [Cl:1][C:2]1[C:11]2[C:6](=[CH:7][CH:8]=[C:9](I)[CH:10]=2)[N:5]=[C:4]([CH3:13])[CH:3]=1.[NH:14]1[CH2:18][CH2:17][CH2:16][C:15]1=[O:19].P([O-])([O-])([O-])=O.[K+].[K+].[K+].CNCCNC>CN(C)C=O.[OH-].[Na+].[Cu]I>[Cl:1][C:2]1[C:11]2[C:6](=[CH:7][CH:8]=[C:9]([N:14]3[CH2:18][CH2:17][CH2:16][C:15]3=[O:19])[CH:10]=2)[N:5]=[C:4]([CH3:13])[CH:3]=1 |f:2.3.4.5,8.9|. Procedure: 4-Chloro-6-iodo-2-methylquinoline (0.61 g; see step (ii) above), 2-pyrrolidinone (0.24 g), copper (I) iodide (0.038 g), potassium phosphate (0.5 g) and N,N′-dimethylethylenediamine (0.035 g) in dimethylformamide (3 mL) were heated in a microwave at 100° C. for 1 hour. The reaction mixture was diluted with 1 N sodium hydroxide and extracted with ethyl acetate, washed with water, dried (MgSO4), filtered and evaporated. The residue was purified by chromatography on silica eluting with a mixture of ...